This data is from the Open Reaction Database (ORD), a public repository of structured organic reaction records. The task is: describe an organic reaction: reactants, conditions, products, and yield The reactants are BrC=1C=C(C=CC1)/C(=C/CO)/C ((E)-3-(3-bromophenyl)-but-2-en-1-ol), [O-]S(=O)(=S)[O-].[Na+].[Na+] (Na2S2O3), CC(=O)OI1(C=2C=CC=CC2C(=O)O1)(OC(=O)C)OC(=O)C (Dess-Martin periodinane), C(=O)(O)[O-].[Na+] (NaHCO3). The solvent is C(Cl)Cl (DCM). Reaction conditions: temperature 23 celsius, time 30 minute. The product is BrC=1C=C(C=CC1)C(C=O)=CC ((3-bromophenyl)-but-2-enal). Isolated yield 89.1%. Reaction SMILES: [Br:1][C:2]1[CH:3]=[C:4](/[C:8](/[CH3:12])=[CH:9]/[CH2:10]O)[CH:5]=[CH:6][CH:7]=1.CC(OI1(OC(C)=O)(OC(C)=O)OC(=O)C2C=CC=CC1=2)=[O:15].C([O-])(O)=O.[Na+].[O-]S([O-])(=S)=O.[Na+].[Na+]>C(Cl)Cl>[Br:1][C:2]1[CH:3]=[C:4]([C:8](=[CH:9][CH3:10])[CH:12]=[O:15])[CH:5]=[CH:6][CH:7]=1 |f:2.3,4.5.6|. Reported procedure: To a solution of (E)-3-(3-bromophenyl)-but-2-en-1-ol (1.03 g, 4.54 mmol) in DCM (10 mL) at 0 deg C., was added Dess-Martin periodinane (2.11 g, 5 mmol). The resulting suspension was warmed to 23° C. and stirred for approx. 30 min. until the reaction was complete by TLC. The mixture was poured into 50 mL of saturated aqueous NaHCO3, containing Na2S2O3 (1 g). This mixture was stirred vigorously until both layers became clear. The aqueous layer was extracted with DCM (2×) and the combined organic l... The solvent is C(C)(=O)O (acetic acid). Product: C(CCCC)C=1OCCN1 (2-(n-Pentyl)-2-Oxazoline). Reagents/catalysts: [O-2].[Cd+2] (cadmium oxide). Starting materials: C(O)CN (ethanolamine), C(CCCCC)#N (hexanenitrile). Run at temperature 120 celsius, time 2 day. As a reaction SMILES: [CH2:1]([CH2:3][NH2:4])[OH:2].[C:5](#N)[CH2:6][CH2:7][CH2:8][CH2:9][CH3:10]>[O-2].[Cd+2].C(O)(=O)C>[CH2:6]([C:5]1[O:2][CH2:1][CH2:3][N:4]=1)[CH2:7][CH2:8][CH2:9][CH3:10] |f:2.3|. Procedure: A mixture of about 3.24 grams cadmium oxide, about 3.00 grams acetic acid, about 64.8 grams ethanolamine, and about 98.2 grams hexanenitrile is heated and stirred under nitrogen at about 120 degrees C. to 125 degrees C. for about two days. The liquid is decanted from the catalyst and distilled under vacuum. The fraction boiling at about 86 degrees C. to about 93 degrees C. at about 28 mmHg to about 30 mm Hg is collected. Starting materials: BrC=1C=C(C(=NC1)NCCCN)C (3-(5-Bromo-3-methylpyrid-2-ylamino)propylamine), COC1=NS(N=C1OC)=O (3,4-dimethoxy-1,2,5-thiadiazole-1-oxide), N (ammonia). The solvent is CO (methanol). Reaction conditions: time 4 hour. Product: NC=1C(=NS(N1)=O)NCCCNC1=NC=C(C=C1C)Br (4-amino-3-[3-(5-bromo-3-methylpyrid-2-ylamino)propylamino]-1,2,5-thiadiazole-1-oxide). Yield: 32.0%. RXN SMILES: [Br:1][C:2]1[CH:3]=[C:4]([CH3:13])[C:5]([NH:8][CH2:9][CH2:10][CH2:11][NH2:12])=[N:6][CH:7]=1.CO[C:16]1[C:20](OC)=[N:19][S:18](=[O:23])[N:17]=1.[NH3:24]>CO>[NH2:24][C:16]1[C:20]([NH:12][CH2:11][CH2:10][CH2:9][NH:8][C:5]2[C:4]([CH3:13])=[CH:3][C:2]([Br:1])=[CH:7][N:6]=2)=[N:19][S:18](=[O:23])[N:17]=1. Reported procedure: 3-(5-Bromo-3-methylpyrid-2-ylamino)propylamine (0.713 g) was added dropwise to a stirred solution of 3,4-dimethoxy-1,2,5-thiadiazole-1-oxide (0.639 g) in methanol (25 ml) at room temperature. After 4 hours at room temperature, methanolic ammonia (25 ml) was added at 0°-5° C. with stirring, the mixture allowed to stand overnight, then evaporated in vacuo. The residue was chromatographed on silica in 10% CH3OH/CHCl3. The product was crystallised from ethanol to give 4-amino-3-[3-(5-bromo-3-methylp... Reactants: CNC, CO, ClCCCCOc1cccnc1. Product: CN(C)CCCCOc1cccnc1. As a reaction SMILES: [CH3:13][NH:14][CH3:15].[CH3:16][OH:17].[Cl:1][CH2:2][CH2:3][CH2:4][CH2:5][O:6][c:7]1[cH:8][n:9][cH:10][cH:11][cH:12]1>>[CH2:2]([CH2:3][CH2:4][CH2:5][O:6][c:7]1[cH:8][n:9][cH:10][cH:11][cH:12]1)[N:14]([CH3:13])[CH3:15].